The task is: describe an organic reaction: reactants, conditions, products, and yield. This data is from the Open Reaction Database (ORD), a public repository of structured organic reaction records. Reactants: C(CCC)N1N=C2C(=NC=3C=CC=CC3C2=C1CCS(=O)(=O)CCC)N (2-butyl-1-[2-(propylsulfonyl)ethyl]-2H-pyrazolo[3,4-c]quinolin-4-amine). Reagents/catalysts: [Pt](=O)=O (platinum (IV) oxide). Solvent: FC(C(=O)O)(F)F (trifluoroacetic acid). Reaction conditions: time 20 hour. Yields the product C(CCC)N1N=C2C(=NC=3CCCCC3C2=C1CCS(=O)(=O)CCC)N (2-butyl-1-[2-(propylsulfonyl)ethyl]-6,7,8,9-tetrahydro-2H-pyrazolo[3,4-c]quinolin-4-amine). Yield: 81.3%. Reaction SMILES: [CH2:1]([N:5]1[C:17]([CH2:18][CH2:19][S:20]([CH2:23][CH2:24][CH3:25])(=[O:22])=[O:21])=[C:16]2[C:7]([C:8]([NH2:26])=[N:9][C:10]3[CH:11]=[CH:12][CH:13]=[CH:14][C:15]=32)=[N:6]1)[CH2:2][CH2:3][CH3:4]>FC(F)(F)C(O)=O.[Pt](=O)=O>[CH2:1]([N:5]1[C:17]([CH2:18][CH2:19][S:20]([CH2:23][CH2:24][CH3:25])(=[O:21])=[O:22])=[C:16]2[C:7]([C:8]([NH2:26])=[N:9][C:10]3[CH2:11][CH2:12][CH2:13][CH2:14][C:15]=32)=[N:6]1)[CH2:2][CH2:3][CH3:4]. Procedure details: A solution of 2-butyl-1-[2-(propylsulfonyl)ethyl]-2H-pyrazolo[3,4-c]quinolin-4-amine (prepared as described in Example 60, 0.50 g, 1.3 mmol) in trifluoroacetic acid (6 mL) was treated with platinum (IV) oxide (0.5 g) and shaken under hydrogen pressure (50 psi, 3.4×105 Pa) for 20 hours on a Parr apparatus. The reaction mixture was filtered through a layer of CELITE filter agent, and the CELITE filter agent was rinsed with dichloromethane (100 mL) until the rinses were clear. The filtrate was conc... Reactants: FC(F)(F)c1cccc(Br)c1, O=C1CCN(Cc2ccccc2)CC1, C1CCOC1, [Cl-], [Mg], [NH4+], O. Yields the product Cl, OC1(c2cccc(C(F)(F)F)c2)CCN(Cc2ccccc2)CC1. As a reaction SMILES: [Br:2][c:3]1[cH:4][c:5]([C:9]([F:10])([F:11])[F:12])[cH:6][cH:7][cH:8]1.[CH2:13]([c:14]1[cH:15][cH:16][cH:17][cH:18][cH:19]1)[N:20]1[CH2:21][CH2:22][C:23](=[O:26])[CH2:24][CH2:25]1.[CH2:29]1[O:30][CH2:31][CH2:32][CH2:33]1.[Cl-:27].[Mg:1].[NH4+:28].[OH2:34]>>[ClH:27].[c:3]1([C:23]2([OH:26])[CH2:22][CH2:21][N:20]([CH2:13][c:14]3[cH:15][cH:16][cH:17][cH:18][cH:19]3)[CH2:25][CH2:24]2)[cH:4][c:5]([C:9]([F:10])([F:11])[F:12])[cH:6][cH:7][cH:8]1. Starting materials: CCOC(=O)C1=C(C)NC(CO)=C(C(=O)OCC)C1c1ccccc1Cl, O=C1CCC(=O)O1, C1COCCO1, c1ccncc1. The product is CCOC(=O)C1=C(C)NC(COC(=O)CCC(=O)O)=C(C(=O)OCC)C1c1ccccc1Cl. Reaction SMILES: [CH3:1][C:2]1=[C:7]([C:8](=[O:9])[O:10][CH2:11][CH3:12])[CH:6]([c:13]2[c:14]([Cl:19])[cH:15][cH:16][cH:17][cH:18]2)[C:5]([C:20](=[O:21])[O:22][CH2:23][CH3:24])=[C:4]([CH2:25][OH:26])[NH:3]1.[O:33]=[C:34]1[CH2:35][CH2:36][C:37](=[O:38])[O:39]1.[O:40]1[CH2:41][CH2:42][O:43][CH2:44][CH2:45]1.[cH:27]1[cH:28][cH:29][n:30][cH:31][cH:32]1>>[CH3:1][C:2]1=[C:7]([C:8](=[O:9])[O:10][CH2:11][CH3:12])[CH:6]([c:13]2[c:14]([Cl:19])[cH:15][cH:16][cH:17][cH:18]2)[C:5]([C:20](=[O:21])[O:22][CH2:23][CH3:24])=[C:4]([CH2:25][O:26][C:37]([CH2:36][CH2:35][C:34](=[O:33])[OH:39])=[O:38])[NH:3]1.